Task: describe an organic reaction: reactants, conditions, products, and yield. Dataset: the Open Reaction Database (ORD), a public repository of structured organic reaction records Starting materials: CC(CN(C)C)Oc1nc(Nc2cc3cccc(Cl)c3cn2)cnc1C#N, ClCCl, O, O=C(OO)c1cccc(Cl)c1. The product is CC(C[N+](C)(C)[O-])Oc1nc(Nc2cc3cccc(Cl)c3cn2)cnc1C#N. As a reaction SMILES: [Cl:1][c:2]1[cH:3][cH:4][cH:5][c:6]2[cH:7][c:8]([NH:12][c:13]3[n:14][c:15]([O:21][CH:22]([CH2:23][N:24]([CH3:25])[CH3:26])[CH3:27])[c:16]([C:19]#[N:20])[n:17][cH:18]3)[n:9][cH:10][c:11]12.[Cl:39][CH2:40][Cl:41].[OH2:42].[OH:28][O:29][C:30]([c:31]1[cH:32][c:33]([Cl:34])[cH:35][cH:36][cH:37]1)=[O:38]>>[Cl:1][c:2]1[cH:3][cH:4][cH:5][c:6]2[cH:7][c:8]([NH:12][c:13]3[n:14][c:15]([O:21][CH:22]([CH2:23][N+:24]([CH3:25])([CH3:26])[O-:28])[CH3:27])[c:16]([C:19]#[N:20])[n:17][cH:18]3)[n:9][cH:10][c:11]12. Starting materials: O[C@@H]1CNCC1 ((S)-3-hydroxypyrrolidine), ClC1=NC=2C=CC(=C(C2C=C1)C(=O)NC[C@]1(C[C@H](CCC1)C)O)Cl (2,6-Dichloro-N-{[(1S,3S)-1-hydroxy-3-methylcyclohexyl]methyl}quinoline-5-carboxamide), C(C)(C)N(CC)C(C)C (diisopropylethylamine). Solvent: C(C)#N (acetonitrile). Run at temperature 120 celsius. The product is ClC1=C(C=2C=CC(=NC2C=C1)N1C[C@H](CC1)O)C(=O)NC[C@]1(C[C@H](CCC1)C)O (6-Chloro-N-{[(1S,3S)-1-hydroxy-3-methylcyclohexyl]methyl}-2-[(3S)-3-hydroxy-pyrrolidin-1-yl]quinoline-5-carboxamide). Reaction SMILES: [OH:1][C@H:2]1[CH2:6][CH2:5][NH:4][CH2:3]1.Cl[C:8]1[CH:17]=[CH:16][C:15]2[C:14]([C:18]([NH:20][CH2:21][C@:22]3([OH:29])[CH2:27][CH2:26][CH2:25][C@H:24]([CH3:28])[CH2:23]3)=[O:19])=[C:13]([Cl:30])[CH:12]=[CH:11][C:10]=2[N:9]=1.C(N(C(C)C)CC)(C)C>C(#N)C>[Cl:30][C:13]1[CH:12]=[CH:11][C:10]2[N:9]=[C:8]([N:4]3[CH2:5][CH2:6][C@H:2]([OH:1])[CH2:3]3)[CH:17]=[CH:16][C:15]=2[C:14]=1[C:18]([NH:20][CH2:21][C@:22]1([OH:29])[CH2:27][CH2:26][CH2:25][C@H:24]([CH3:28])[CH2:23]1)=[O:19]. Procedure: (S)-3-hydroxypyrrolidine (80 mg) was added to a suspension of the product of step d) (0.2 g) and diisopropylethylamine (300 μl) in acetonitrile (3 ml). The reaction mixture was heated in a microwave (100 W) for 30 minutes at 120° C. before being concentrated in vacuo. Water (15 ml) was added and the suspension sonicated for 10 minutes. The solid was filtered and dried in vacuo overnight to afford the title compound as a cream solid (180 mg). m.p. 222° C. (acetonitrile). The reactants are FC1=C(C=CC(=C1)OC)B(O)O ((2-Fluoro-4-methoxyphenyl)boronic acid), BrC=1C(=CC(=NC1)C(=O)OC)C (methyl 5-bromo-4-methylpyridine-2-carboxylate), 1,1bis(di-tert-butylphosphino)ferrocene palladium dichloride, C([O-])([O-])=O.[Cs+].[Cs+] (cesium carbonate). Run in C1CCOC1 (THF). Run at time 2 minute. Yields the product FC1=C(C=CC(=C1)OC)C=1C(=CC(=NC1)C(=O)OC)C (Methyl 5-(2-fluoro-4-methoxyphenyl)-4-methylpyridine-2-carboxylate). As a reaction SMILES: [F:1][C:2]1[CH:7]=[C:6]([O:8][CH3:9])[CH:5]=[CH:4][C:3]=1B(O)O.Br[C:14]1[C:15]([CH3:24])=[CH:16][C:17]([C:20]([O:22][CH3:23])=[O:21])=[N:18][CH:19]=1.C(=O)([O-])[O-].[Cs+].[Cs+]>C1COCC1>[F:1][C:2]1[CH:7]=[C:6]([O:8][CH3:9])[CH:5]=[CH:4][C:3]=1[C:14]1[C:15]([CH3:24])=[CH:16][C:17]([C:20]([O:22][CH3:23])=[O:21])=[N:18][CH:19]=1 |f:2.3.4|. Procedure: (2-Fluoro-4-methoxyphenyl)boronic acid (177 mg, 1.043 mmol), methyl 5-bromo-4-methylpyridine-2-carboxylate (200 mg, 0.869 mmol), 1,1bis(di-tert-butylphosphino)ferrocene palladium dichloride (89 mg, 0.130 mmol), cesium carbonate (623 mg, 1.913 mmol) and THF (5 mL) were sealed in a microwave vessel and subject to microwave irradiation at 140° C. for 20 min. The reaction crude was combined with the crude from an identical probe reaction (44.3 mg scale). Volatiles were removed under reduced pressure... The reactants are NC1=CC=C(C=C1)S(=O)(=O)N(CC)CC (4-Amino-N,N-diethyl-benzenesulfonamide), C(C)OC(C(C1=CC=NC=C1)C1=CC=CC=C1)=O (phenyl-pyridin-4-yl-acetic acid ethyl ester), C[Al](C)C (trimethylaluminum). Solvent: ClC(C)Cl (dichloroethane). Yields the product C1(=CC=CC=C1)C(C(=O)N)C1=CC=NC=C1 (2-phenyl-2-pyridin-4-yl-acetamide). Isolated yield 299.6%. RXN SMILES: [NH2:1]C1C=CC(S(N(CC)CC)(=O)=O)=CC=1.C([O:18][C:19](=O)[CH:20]([C:27]1[CH:32]=[CH:31][CH:30]=[CH:29][CH:28]=1)[C:21]1[CH:26]=[CH:25][N:24]=[CH:23][CH:22]=1)C.C[Al](C)C>ClC(Cl)C>[C:27]1([CH:20]([C:21]2[CH:26]=[CH:25][N:24]=[CH:23][CH:22]=2)[C:19]([NH2:1])=[O:18])[CH:32]=[CH:31][CH:30]=[CH:29][CH:28]=1. Procedure details: As described in Example 1, 4-Amino-N,N-diethyl-benzenesulfonamide (242 mg, 1.06 mmol, 2.0 equiv) was coupled with phenyl-pyridin-4-yl-acetic acid ethyl ester (128 mg, 0.53 mmol, 1.0 equiv) using trimethylaluminum (0.53 mL, 0.53 mmol, 2 equiv) in dichloroethane (20 mL). Standard work-up and purification of the residue by rotary chromatography (5% methanol/methylene chloride) provided N-(4-Diethylsulfamoyl-phenyl)-2-phenyl)-2-phenyl-2-pyridin-4-yl-acetamide (337 mg)